This data is from the Open Reaction Database (ORD), a public repository of structured organic reaction records. The task is: describe an organic reaction: reactants, conditions, products, and yield The reactants are C(C=CC)Br (crotyl bromide), [Li+].[I-] (LiI), [H][H] (hydrogen), Cl (HCl), ice, [H-].[Li+] (LiH), OC=1C(C2=CC=CC=C2C(C1)=O)=O (2-hydroxy-1,4-naphthoquinone), CS(=O)C (DMSO), [H][H] (hydrogen). Solvent: C(Cl)Cl (CH2Cl2), O (water). Reaction conditions: temperature 45 celsius. Product: CC(=CCC1=C(C(=O)C=2C=CC=CC2C1=O)O)C (Lapachol). Reaction SMILES: [OH:1][C:2]1[C:3](=[O:13])[C:4]2[C:9]([C:10](=[O:12])[CH:11]=1)=[CH:8][CH:7]=[CH:6][CH:5]=2.[H-].[Li+].[H][H].[CH2:18](Br)[CH:19]=[CH:20][CH3:21].[Li+].[I-].Cl.[CH3:26]S(C)=O>C(Cl)Cl.O>[CH3:18][C:19]([CH3:26])=[CH:20][CH2:21][C:11]1[C:10](=[O:12])[C:9]2[CH:8]=[CH:7][CH:6]=[CH:5][C:4]=2[C:3](=[O:13])[C:2]=1[OH:1] |f:1.2,5.6|. Procedure: 17.4 g (0.10M) of 2-hydroxy-1,4-naphthoquinone was dissolved in 120 ml of DMSO, and 0.88 g (0.11M) of LiH was gradually added thereto. Here, this should be done with care because hydrogen evolves. The reaction solution was stirred, and after confirming no further production of hydrogen, was additionally stirred for another 30 min. Then, 16.3 g (0.12M) of crotyl bromide and 3.35 g (0.025M) of LiI were gradually added thereto. The reaction solution was heated to 45° C. and then vigorously stirred ... Starting materials: O=C1N(C=2CCCC(C2C(N1)C1=C(C=C(C#N)C=C1)S(=O)(=O)C)=O)C1=CC(=CC=C1)C(F)(F)F (4-(2,5-dioxo-1-(3-(trifluoromethyl)phenyl)-1,2,3,4,5,6,7,8-octahydroquinazolin-4-yl)-3-(methyl sulfonyl)benzonitrile), BrC1=CC(=C(C=C1)C1NC(N(C=2CCCC(C12)=O)C1=CC(=CC=C1)C(F)F)=O)S(=O)(=O)C (4-(4-bromo-2-(methylsulfonyl)phenyl)-1-(3-(difluoromethyl)phenyl)-3,4,7,8-tetrahydroquinazoline-2,5(1H,6H)-dione), BrC1=CC(=C(C=C1)C1NC(N(C=2CCCC(C12)=O)C1=CC(=CC=C1)C(F)F)=O)S(=O)(=O)C (4-(4-bromo-2-(methylsulfonyl)phenyl)-1-(3-(difluoromethyl)phenyl)-3,4,7,8-tetrahydroquinazoline-2,5(1H,6H)-dione). The product is FC(C=1C=C(C=CC1)N1C(NC(C=2C(CCCC12)=O)C1=C(C=C(C#N)C=C1)S(=O)(=O)C)=O)F (4-(1-(3-(Difluoromethyl)phenyl)-2,5-dioxo-1,2,3,4,5,6,7,8-octahydroquinazolin-4-yl)-3-(methylsulfonyl)benzonitrile). RXN SMILES: [O:1]=[C:2]1[NH:11][CH:10]([C:12]2[CH:19]=[CH:18][C:15]([C:16]#[N:17])=[CH:14][C:13]=2[S:20]([CH3:23])(=[O:22])=[O:21])[C:9]2[C:8](=[O:24])[CH2:7][CH2:6][CH2:5][C:4]=2[N:3]1[C:25]1[CH:30]=[CH:29][CH:28]=[C:27]([C:31](F)([F:33])[F:32])[CH:26]=1.BrC1C=CC(C2C3C(=O)CCCC=3N(C3C=CC=C(C(F)F)C=3)C(=O)N2)=C(S(C)(=O)=O)C=1>>[F:33][CH:31]([F:32])[C:27]1[CH:26]=[C:25]([N:3]2[C:4]3[CH2:5][CH2:6][CH2:7][C:8](=[O:24])[C:9]=3[CH:10]([C:12]3[CH:19]=[CH:18][C:15]([C:16]#[N:17])=[CH:14][C:13]=3[S:20]([CH3:23])(=[O:22])=[O:21])[NH:11][C:2]2=[O:1])[CH:30]=[CH:29][CH:28]=1. Procedure details: The title compound is prepared in analogy to 4-(2,5-dioxo-1-(3-(trifluoromethyl)phenyl)-1,2,3,4,5,6,7,8-octahydroquinazolin-4-yl)-3-(methyl sulfonyl)benzonitrile (example 18), using 4-(4-bromo-2-(methylsulfonyl)phenyl)-1-(3-(difluoromethyl)phenyl)-3,4,7,8-tetrahydroquinazoline-2,5(1H,6H)-dione (intermediate 36) as starting material. Yield: 185 mg; ESI mass spectrum [M+H]+=472; Retention time HPLC: 0.93 min (Z012_S04). The reactants are CC(C)(C)C(=O)Nc1ccc(Br)cc1-c1ncccc1F, CO, O=C(OC(=O)C(F)(F)F)C(F)(F)F, O=C(O)C(F)(F)F, O, O=[N+]([O-])O. Product: CC(C)(C)C(=O)Nc1c(-c2ncccc2F)cc(Br)cc1[N+](=O)[O-]. RXN SMILES: [Br:1][c:2]1[cH:3][c:4](-[c:15]2[n:16][cH:17][cH:18][cH:19][c:20]2[F:21])[c:5]([NH:8][C:9]([C:10]([CH3:11])([CH3:12])[CH3:13])=[O:14])[cH:6][cH:7]1.[CH3:39][OH:40].[F:22][C:23]([F:24])([F:25])[C:26]([O:27][C:28](=[O:29])[C:30]([F:31])([F:32])[F:33])=[O:34].[F:41][C:42]([F:43])([F:44])[C:45]([OH:46])=[O:47].[OH2:48].[OH:35][N+:36]([O-:37])=[O:38]>>[Br:1][c:2]1[cH:3][c:4](-[c:15]2[n:16][cH:17][cH:18][cH:19][c:20]2[F:21])[c:5]([NH:8][C:9]([C:10]([CH3:11])([CH3:12])[CH3:13])=[O:14])[c:6]([N+:36](=[O:35])[O-:37])[cH:7]1.